Task: describe an organic reaction: reactants, conditions, products, and yield. Dataset: the Open Reaction Database (ORD), a public repository of structured organic reaction records The reactants are O=CO, CC1CN(c2ccc(Cl)c(Cl)c2)N=C1NC=O, O=C(NC1=NN(c2ccc(F)cc2)C(c2ccccc2)C1)C(F)(F)F, O. Yields the product O=CNC1=NN(c2ccc(F)cc2)C(c2ccccc2)C1. As a reaction SMILES: [CH:26]([OH:27])=[O:28].[Cl:29][c:30]1[cH:31][c:32]([N:33]2[CH2:34][CH:35]([CH3:36])[C:37]([NH:38][CH:39]=[O:40])=[N:41]2)[cH:42][cH:43][c:44]1[Cl:45].[F:1][C:2]([C:3](=[O:4])[NH:5][C:6]1=[N:7][N:8]([c:17]2[cH:18][cH:19][c:20]([F:23])[cH:21][cH:22]2)[CH:9]([c:11]2[cH:12][cH:13][cH:14][cH:15][cH:16]2)[CH2:10]1)([F:24])[F:25].[OH2:46]>>[CH:3](=[O:4])[NH:5][C:6]1=[N:7][N:8]([c:17]2[cH:18][cH:19][c:20]([F:23])[cH:21][cH:22]2)[CH:9]([c:11]2[cH:12][cH:13][cH:14][cH:15][cH:16]2)[CH2:10]1. The reactants are COC(=O)C(Cc1ccc(-c2c(C)ccn(C)c2=O)cc1)NC(=O)c1c(C)cccc1Cl, CCO, [Na+], [OH-]. The product is Cc1cccc(Cl)c1C(=O)NC(Cc1ccc(-c2c(C)ccn(C)c2=O)cc1)C(=O)O. Reaction SMILES: [CH3:1][O:2][C:3]([CH:4]([NH:5][C:6](=[O:7])[c:8]1[c:9]([Cl:15])[cH:10][cH:11][cH:12][c:13]1[CH3:14])[CH2:16][c:17]1[cH:18][cH:19][c:20](-[c:23]2[c:24](=[O:31])[n:25]([CH3:30])[cH:26][cH:27][c:28]2[CH3:29])[cH:21][cH:22]1)=[O:32].[CH3:35][CH2:36][OH:37].[Na+:34].[OH-:33]>>[O:2]=[C:3]([CH:4]([NH:5][C:6](=[O:7])[c:8]1[c:9]([Cl:15])[cH:10][cH:11][cH:12][c:13]1[CH3:14])[CH2:16][c:17]1[cH:18][cH:19][c:20](-[c:23]2[c:24](=[O:31])[n:25]([CH3:30])[cH:26][cH:27][c:28]2[CH3:29])[cH:21][cH:22]1)[OH:32].